Dataset: the Open Reaction Database (ORD), a public repository of structured organic reaction records. Task: describe an organic reaction: reactants, conditions, products, and yield The reactants are O=C(O)Cc1ccc2c(c1)OCO2, CC(=O)c1ccc(N)cc1. Reagents/catalysts: CN(C)C(=[N+](C)C)ON1C(=O)C2=C(C1=O)C(=C(C(=C2Cl)Cl)Cl)Cl.F[P-](F)(F)(F)(F)F (CITU), CN1CCOCC1 (NMM). Run in CN(C)C=O (DMF), CN(C)C=O (DMF), CN(C)C=O (DMF), CN(C)C=O (DMF), CN(C)C=O (DMF), CN(C)C=O (DMF). Reaction conditions: temperature 25 celsius, time 2 hour. Yields the product CC(=O)c1ccc(NC(=O)Cc2ccc3c(c2)OCO3)cc1. Isolated yield 0.1%. RXN SMILES: CC(=O)c1ccc(N)cc1.O=C(O)Cc1ccc2c(c1)OCO2.CN(C)C(=[N+](C)C)ON1C(=O)C2=C(C1=O)C(=C(C(=C2Cl)Cl)Cl)Cl.F[P-](F)(F)(F)(F)F.CN1CCOCC1.CN(C)C=O>>CC(=O)c1ccc(NC(=O)Cc2ccc3c(c2)OCO3)cc1. Starting materials: N1=CN=C2N=CNC2=C1N (adenine), N1C(N)=NC=2N=CNC2C1=O (guanine), OC1C(C(C(C=2C1=CC=1C=CC3=CC=CC=4C=CC2C1C34)N3C=NC=4N=C(NC(C34)=O)N)O)O (7-(7,8,9-trihydroxy-7,8,9,10tetrahydrobenzo[a]pyren-10-yl)guanine). The product is C1=CC=C2C=CC=3C(=C4C(=C5C=CC1=C2C53)C=CC=C4)C4=NC=5N=C(NC(C5N4)=O)N (8-(benzo[a]pyren-6-yl)guanine). Reaction SMILES: N1C(N)=C2C(N=CN2)=NC=1.[NH:11]1[C:20](=[O:21])[C:19]2[NH:18][CH:17]=[N:16][C:15]=2[N:14]=[C:12]1[NH2:13].O[CH:23]1[C:28]2=[CH:29][C:30]3[CH:31]=[CH:32][C:33]4[C:42]5[C:41]=3[C:40]([CH:39]=[CH:38][C:37]=5[CH:36]=[CH:35][CH:34]=4)=[C:27]2[CH:26](N2C3C(=O)NC(N)=NC=3N=C2)[CH:25](O)[CH:24]1O>>[CH:36]1[C:37]2=[C:42]3[C:41]4[C:40]([CH:39]=[CH:38]2)=[C:27]2[CH:26]=[CH:25][CH:24]=[CH:23][C:28]2=[C:29]([C:17]2[NH:18][C:19]5[C:20](=[O:21])[NH:11][C:12]([NH2:13])=[N:14][C:15]=5[N:16]=2)[C:30]=4[CH:31]=[CH:32][C:33]3=[CH:34][CH:35]=1. Procedure: ##STR3## wherein R is adenine or guanine. The following compounds are exemplary: 7-(7,8,9-trihydroxy-7,8,9,10tetrahydrobenzo[a]pyren-10-yl)guanine, and Starting materials: 7a, CC12C(OC(CC1)(C2(C)C)C(=O)OC[C@@H]2[C@@]([C@@H]2COC)(C2=CC=1C(CCC(C1C=C2)(C)C)(C)C)C)=O ((1S, 2R, 3R)-3-Methoxymethyl-2-methyl-2-(5,5,8,8-tetramethyl-5,6,7,8-tetrahydro-naphthalen-2-yl)-cyclopropylmethyl 4,7,7-trimethyl-3-oxo-2-oxa-bicyclo[2.2.1]heptane-1-carboxylate), CC12C(OC(CC1)(C2(C)C)C(=O)OC[C@H]2[C@]([C@H]2COC)(C2=CC=1C(CCC(C1C=C2)(C)C)(C)C)C)=O ((1R, 2S, 3S)-3-Methoxymethyl-2-methyl-2-(5,5,8,8-tetramethyl-5,6,7,8-tetrahydro-naphthalen-2-yl)-cyclopropylmethyl 4,7,7-trimethyl-3-oxo-2-oxa-bicyclo[2.2.1]heptane-1-carboxylate), COCC1C([C@@H]1CO)(C1=CC=2C(CCC(C2C=C1)(C)C)(C)C)C ((±)-[(R)-3-Methoxymethyl-2-methyl-2-(5,5,8,8-tetramethyl-5,6,7,8-tetrahydro-naphthalen-2-yl)-cyclopropyl]-methanol), CCOC(=O)C (EtOAc). Run in CCCCCC (hexane). Yields the product CC12C(OC(CC1)(C2(C)C)C(=O)OC[C@@H]2[C@@]([C@H]2COC)(C2=CC=1C(CCC(C1C=C2)(C)C)(C)C)C)=O ((1S, 2R, 3S)-3-Methoxymethyl-2-methyl-2-(5,5,8,8-tetramethyl-5,6,7,8-tetrahydro-naphthalen-2-yl)-cyclopropylmethyl 4,7,7-trimethyl-3-oxo-2-oxa-bicyclo[2.2.1]heptane-1-carboxylate), CC12C(OC(CC1)(C2(C)C)C(=O)OC[C@H]2[C@]([C@@H]2COC)(C2=CC=1C(CCC(C1C=C2)(C)C)(C)C)C)=O ((1R, 2S, 3R)-3-Methoxymethyl-2-methyl-2-(5,5,8,8-tetramethyl-5,6,7,8-tetrahydro-naphthalen-2-yl)-cyclopropylmethyl 4,7,7-trimethyl-3-oxo-2-oxa-bicyclo[2.2.1]heptane-1-carboxylate). Yield: 36.0%. As a reaction SMILES: [CH3:1][C:2]12[C:8]([CH3:10])([CH3:9])[C:5]([C:11]([O:13][CH2:14][C@H:15]3[C@@H:17]([CH2:18][O:19][CH3:20])[C@@:16]3([CH3:35])[C:21]3[CH:30]=[CH:29][C:28]4[C:27]([CH3:32])([CH3:31])[CH2:26][CH2:25][C:24]([CH3:34])([CH3:33])[C:23]=4[CH:22]=3)=[O:12])([CH2:6][CH2:7]1)[O:4][C:3]2=[O:36].[CH3:37][C:38]12[C:44]([CH3:46])([CH3:45])[C:41]([C:47]([O:49][CH2:50][C@@H:51]3[C@H:53]([CH2:54][O:55][CH3:56])[C@:52]3([CH3:71])[C:57]3[CH:66]=[CH:65][C:64]4[C:63]([CH3:68])([CH3:67])[CH2:62][CH2:61][C:60]([CH3:70])([CH3:69])[C:59]=4[CH:58]=3)=[O:48])([CH2:42][CH2:43]1)[O:40][C:39]2=[O:72].COCC1[C@@H](CO)C1(C)C1C=CC2C(C)(C)CCC(C)(C)C=2C=1.CCOC(C)=O>CCCCCC>[CH3:1][C:2]12[C:8]([CH3:9])([CH3:10])[C:5]([C:11]([O:13][CH2:14][C@H:15]3[C@H:17]([CH2:18][O:19][CH3:20])[C@@:16]3([CH3:35])[C:21]3[CH:30]=[CH:29][C:28]4[C:27]([CH3:32])([CH3:31])[CH2:26][CH2:25][C:24]([CH3:34])([CH3:33])[C:23]=4[CH:22]=3)=[O:12])([CH2:6][CH2:7]1)[O:4][C:3]2=[O:36].[CH3:37][C:38]12[C:44]([CH3:45])([CH3:46])[C:41]([C:47]([O:49][CH2:50][C@@H:51]3[C@@H:53]([CH2:54][O:55][CH3:56])[C@:52]3([CH3:71])[C:57]3[CH:66]=[CH:65][C:64]4[C:63]([CH3:68])([CH3:67])[CH2:62][CH2:61][C:60]([CH3:70])([CH3:69])[C:59]=4[CH:58]=3)=[O:48])([CH2:42][CH2:43]1)[O:40][C:39]2=[O:72]. Reported procedure: Following a procedure similar to that for the preparation of Intermediates 8a and 9a while using Intermediate 7a as the starting material and 10% EtOAc in hexane as normal phase HPLC eluent afforded Intermediate 10a (46 mg, 36% yield) and Intermediate 11a (45 mg, 36% yield) from 7a as colorless oils: Reactants: O=C([O-])O, CCc1c(C(=O)c2cc(C)cc(C)c2)[nH]c(=O)[nH]c1=O, CN(C)C=O, [I-], [Li+], [Na+], Cc1ccccc1S(=O)(=O)OCCC1CC=CC1. Product: CCc1c(C(=O)c2cc(C)cc(C)c2)n(CCC2CC=CC2)c(=O)[nH]c1=O. Reaction SMILES: [C:1](=[O:2])([OH:3])[O-:4].[CH2:8]([CH3:9])[c:10]1[c:11](=[O:27])[nH:12][c:13](=[O:26])[nH:14][c:15]1[C:16]([c:17]1[cH:18][c:19]([CH3:24])[cH:20][c:21]([CH3:23])[cH:22]1)=[O:25].[CH3:46][N:47]([CH3:48])[CH:49]=[O:50].[I-:6].[Li+:7].[Na+:5].[c:28]1([CH3:29])[c:30]([S:31]([O:32][CH2:38][CH2:39][CH:40]2[CH2:41][CH:42]=[CH:43][CH2:44]2)(=[O:33])=[O:34])[cH:35][cH:36][cH:37][cH:45]1>>[CH2:8]([CH3:9])[c:10]1[c:11](=[O:27])[nH:12][c:13](=[O:26])[n:14]([CH2:38][CH2:39][CH:40]2[CH2:41][CH:42]=[CH:43][CH2:44]2)[c:15]1[C:16]([c:17]1[cH:18][c:19]([CH3:24])[cH:20][c:21]([CH3:23])[cH:22]1)=[O:25]. As a reaction SMILES: [CH2:25]1[CH2:26][CH2:27][C:28]2=[N:33][CH2:32][CH2:31][CH2:30][N:29]2[CH2:34][CH2:35]1.[Cl:1][c:2]1[cH:3][c:4]([C:9]2([CH3:24])[CH:10]([C:20](=[O:21])[O:22][CH3:23])[CH:11]([O:15][S:16]([CH3:17])(=[O:18])=[O:19])[CH2:12][CH2:13][CH2:14]2)[cH:5][cH:6][c:7]1[Cl:8].[OH2:36].[cH:37]1[cH:38][cH:39][cH:40][cH:41][cH:42]1>>[Cl:1][c:2]1[cH:3][c:4]([C:9]2([CH3:24])[C:10]([C:20](=[O:21])[O:22][CH3:23])=[CH:11][CH2:12][CH2:13][CH2:14]2)[cH:5][cH:6][c:7]1[Cl:8]. Reactants: C1CCC2=NCCCN2CC1, COC(=O)C1C(OS(C)(=O)=O)CCCC1(C)c1ccc(Cl)c(Cl)c1, O, c1ccccc1. The product is COC(=O)C1=CCCCC1(C)c1ccc(Cl)c(Cl)c1.